From a dataset of the Open Reaction Database (ORD), a public repository of structured organic reaction records. describe an organic reaction: reactants, conditions, products, and yield The reactants are BrC=1C=C2C=CC(=CC2=CC1)C(C(C)C)(O)C=1N=CN(C1)C(C1=CC=CC=C1)(C1=CC=CC=C1)C1=CC=CC=C1 (1-(6-Bromonaphthalen-2-yl)-2-methyl-1-(1-trityl-1H-imidazol-4-yl)-1-propanol), C[Sn](C)(C)C (tetramethyltin), [Cl-].[Li+] (lithium chloride). Reagents/catalysts: Cl[Pd]([P](C1=CC=CC=C1)(C2=CC=CC=C2)C3=CC=CC=C3)([P](C4=CC=CC=C4)(C5=CC=CC=C5)C6=CC=CC=C6)Cl (dichlorobis(triphenylphosphine)palladium). The solvent is CN(C)C=O (DMF), O (water). Run at temperature 80 celsius, time 17 hour. Yields the product N1C=NC(=C1)C(C(C)C)(O)C1=CC2=CC=C(C=C2C=C1)C (1-(1H-Imidazol-4-yl)-2-methyl-1-(6-methylnaphthalen-2-yl)-1-propanol). The yield is 318.5%. RXN SMILES: BrC1[CH:3]=[C:4]2[C:9](=CC=1)[CH:8]=[C:7]([C:12]([C:17]1[N:18]=[CH:19][N:20](C(C3C=CC=CC=3)(C3C=CC=CC=3)C3C=CC=CC=3)[CH:21]=1)([OH:16])[CH:13]([CH3:15])[CH3:14])[CH:6]=[CH:5]2.C[Sn](C)(C)C.[Cl-].[Li+]>CN(C=O)C.O.Cl[Pd](Cl)([P](C1C=CC=CC=1)(C1C=CC=CC=1)C1C=CC=CC=1)[P](C1C=CC=CC=1)(C1C=CC=CC=1)C1C=CC=CC=1>[NH:20]1[CH:21]=[C:17]([C:12]([C:7]2[CH:6]=[CH:5][C:4]3[C:9](=[CH:3][CH:4]=[C:5]([CH3:6])[CH:3]=3)[CH:8]=2)([OH:16])[CH:13]([CH3:15])[CH3:14])[N:18]=[CH:19]1 |f:2.3,^1:56,75|. Procedure details: 1-(6-Bromonaphthalen-2-yl)-2-methyl-1-(1-trityl-1H-imidazol-4-yl)-1-propanol (2.0 g), tetramethyltin (0.94 ml), dichlorobis(triphenylphosphine)palladium (70 mg) and lithium chloride (432 mg) were dissolved in DMF (20 ml). The solution was stirred at 80° C. for 17 h. After cooling, the solution was diluted with water and extracted with ethyl acetate. The extract was washed with water and saturated sodium chloride solution, successively, and dried. The solvent was distilled off, and the obtained r... Procedure details: DIPEA (99 mg, 0.76 mmol) was added to a stirred solution {[5-(2-methoxy-phenyl)-1H-pyrazole-3-carbonyl]-amino}-acetic acid (60 mg, 0.22 mmol) (prepared by the method used for the synthesis of Intermediate 30, starting from (2′-methoxy)acetophenone) in DMF (2.0 mL) followed by HOBt (34 mg, 0.25 mmol) and EDCI.HCl (49 mg, 0.25 mmol). After 2 minutes of stirring, (2-chloro-phenyl)-piperidin-4-yl-amine dihydrochloride (54 mg, 0.22 mmol) was added and stirring was continued at ambient temperature ove... Run at time 2 minute. RXN SMILES: CCN(C(C)C)C(C)C.[CH3:10][O:11][C:12]1[CH:17]=[CH:16][CH:15]=[CH:14][C:13]=1[C:18]1[NH:22][N:21]=[C:20]([C:23]([NH:25][CH2:26][C:27]([OH:29])=O)=[O:24])[CH:19]=1.COC1C=CC=CC=1C(=O)C.C1C=CC2N(O)N=NC=2C=1.CCN=C=NCCCN(C)C.Cl.Cl.Cl.[Cl:65][C:66]1[CH:71]=[CH:70][CH:69]=[CH:68][C:67]=1[NH:72][CH:73]1[CH2:78][CH2:77][NH:76][CH2:75][CH2:74]1>CN(C=O)C.O>[Cl:65][C:66]1[CH:71]=[CH:70][CH:69]=[CH:68][C:67]=1[NH:72][CH:73]1[CH2:78][CH2:77][N:76]([C:27](=[O:29])[CH2:26][NH:25][C:23]([C:20]2[CH:19]=[C:18]([C:13]3[CH:14]=[CH:15][CH:16]=[CH:17][C:12]=3[O:11][CH3:10])[NH:22][N:21]=2)=[O:24])[CH2:75][CH2:74]1 |f:4.5,6.7.8|. Starting materials: COC1=C(C=CC=C1)C(C)=O ((2′-methoxy)acetophenone), C=1C=CC2=C(C1)N=NN2O (HOBt), Cl.Cl.ClC1=C(C=CC=C1)NC1CCNCC1 ((2-chloro-phenyl)-piperidin-4-yl-amine dihydrochloride), CCN(C(C)C)C(C)C (DIPEA), COC1=C(C=CC=C1)C1=CC(=NN1)C(=O)NCC(=O)O ({[5-(2-methoxy-phenyl)-1H-pyrazole-3-carbonyl]-amino}-acetic acid), Intermediate 30, CCN=C=NCCCN(C)C.Cl (EDCI.HCl). Yield: 65.1%. Run in CN(C)C=O (DMF), O (water). Yields the product ClC1=C(C=CC=C1)NC1CCN(CC1)C(CNC(=O)C1=NNC(=C1)C1=C(C=CC=C1)OC)=O (5-(2-methoxy-phenyl)-1H-pyrazole-3-carboxylic acid {2-[4-(2-chloro-phenylamino)-piperidin-1-yl]-2-oxo-ethyl}-amide). Starting materials: C(=O)(C)Cl (AcCl), [N+](=O)([O-])C1=CC=C(OCCC(=O)O)C=C1 (3-(4-nitro-phenoxy)-propionic acid). The solvent is CO (MeOH). Run at time 8 hour. Yields the product COC(CCOC1=CC=C(C=C1)[N+](=O)[O-])=O (3-(4-Nitro-phenoxy)-propionic acid methyl ester). Reaction SMILES: [C:1](Cl)(C)=O.[N+:5]([C:8]1[CH:19]=[CH:18][C:11]([O:12][CH2:13][CH2:14][C:15]([OH:17])=[O:16])=[CH:10][CH:9]=1)([O-:7])=[O:6]>CO>[CH3:1][O:16][C:15](=[O:17])[CH2:14][CH2:13][O:12][C:11]1[CH:10]=[CH:9][C:8]([N+:5]([O-:7])=[O:6])=[CH:19][CH:18]=1. Procedure: Neat AcCl (0.27 mL; 3.8 mmol) was added to a suspension of 3-(4-nitro-phenoxy)-propionic acid (1.591 g; 7.53 mmol) in dry MeOH (8.0 mL). A soln formed followed by a ppt. After sitting at 4° C. overnight, product was collected by filtration as a white microcrystalline solid (1.316 g; 78%). The mother liquor contained pure product by HPLC. LC-MS 226 ([M+H]+). Starting materials: ClC1=C(C=CC(=C1)F)S[C@@H]1C[C@H](NC1)C(=O)NC1(CC1)C#N ((2S,4R)-4-(2-chloro-4-fluorophenylthio)-N-(1-cyanocyclopropyl)pyrrolidine-2-carboxamide), C(C)OC(=O)N1CCC(CC1)N1C(CC1)C(=O)[O-].[Li+] (lithium 1-(1-(ethoxycarbonyl)piperidin-4-yl)azetidine-2-carboxylate). Yields the product ClC1=C(C=CC(=C1)F)S[C@@H]1C[C@H](N(C1)C(=O)C1N(CC1)C1CCN(CC1)C(=O)OCC)C(NC1(CC1)C#N)=O (ethyl 4-(2-((2S,4R)-4-(2-chloro-4-fluorophenylthio)-2-(1-cyanocyclopropylcarbamoyl)pyrrolidine-1-carbonyl)azetidin-1-yl)piperidine-1-carboxylate), solid. Isolated yield 82.0%. As a reaction SMILES: [Cl:1][C:2]1[CH:7]=[C:6]([F:8])[CH:5]=[CH:4][C:3]=1[S:9][C@H:10]1[CH2:14][NH:13][C@H:12]([C:15]([NH:17][C:18]2([C:21]#[N:22])[CH2:20][CH2:19]2)=[O:16])[CH2:11]1.[CH2:23]([O:25][C:26]([N:28]1[CH2:33][CH2:32][CH:31]([N:34]2[CH2:37][CH2:36][CH:35]2[C:38]([O-])=[O:39])[CH2:30][CH2:29]1)=[O:27])[CH3:24].[Li+]>>[Cl:1][C:2]1[CH:7]=[C:6]([F:8])[CH:5]=[CH:4][C:3]=1[S:9][C@H:10]1[CH2:14][N:13]([C:38]([CH:35]2[CH2:36][CH2:37][N:34]2[CH:31]2[CH2:30][CH2:29][N:28]([C:26]([O:25][CH2:23][CH3:24])=[O:27])[CH2:33][CH2:32]2)=[O:39])[C@H:12]([C:15](=[O:16])[NH:17][C:18]2([C:21]#[N:22])[CH2:20][CH2:19]2)[CH2:11]1 |f:1.2|. Reported procedure: The reaction of (2S,4R)-4-(2-chloro-4-fluorophenylthio)-N-(1-cyanocyclopropyl)pyrrolidine-2-carboxamide 12A and lithium 1-(1-(ethoxycarbonyl)piperidin-4-yl)azetidine-2-carboxylate 20J carried out according to the general procedure L yielded ethyl 4-(2-((2S,4R)-4-(2-chloro-4-fluorophenylthio)-2-(1-cyanocyclopropylcarbamoyl)pyrrolidine-1-carbonyl)azetidin-1-yl)piperidine-1-carboxylate 1:1 epimers as a white solid (82%). MS ISP (m/e): 578.3/580.4 (100/38) [(M+H)]]+.